Dataset: the Open Reaction Database (ORD), a public repository of structured organic reaction records. Task: describe an organic reaction: reactants, conditions, products, and yield The reactants are CC(=O)OC(C)=O, COc1c(Oc2ccccc2Cl)cccc1C(C)C(=O)O, I, [Na+], O=S([O-])O. Product: CC1C(=O)Oc2c(Oc3ccccc3Cl)cccc21. Reaction SMILES: [CH3:28][C:29]([O:30][C:31](=[O:32])[CH3:33])=[O:34].[CH3:2][O:3][c:4]1[c:5]([CH:18]([C:19](=[O:20])[OH:21])[CH3:22])[cH:6][cH:7][cH:8][c:9]1[O:10][c:11]1[c:12]([Cl:17])[cH:13][cH:14][cH:15][cH:16]1.[IH:1].[Na+:27].[S:23]([O-:24])([OH:25])=[O:26]>>[c:4]12[c:5]([cH:6][cH:7][cH:8][c:9]1[O:10][c:11]1[c:12]([Cl:17])[cH:13][cH:14][cH:15][cH:16]1)[CH:18]([CH3:22])[C:19](=[O:21])[O:20]2.